From a dataset of the Open Reaction Database (ORD), a public repository of structured organic reaction records. describe an organic reaction: reactants, conditions, products, and yield The reactants are NC1=NC=CC=C1C (2-amino-3-picoline), ClCC(=O)CC(C)=O (3-chloroacetyl acetone). The solvent is O1CCCC1 (tetrahydrofuran), C(C)OCC (diethyl ether), C(C)(=O)OCC (ethyl acetate). The product is CC=1N=C2N(C=CC=C2C)C1C(C)=O (1-(2,8-dimethylimidazo[1,2-a]pyridin-3-yl)ethanone). RXN SMILES: [NH2:1][C:2]1[C:7]([CH3:8])=[CH:6][CH:5]=[CH:4][N:3]=1.Cl[CH2:10][C:11]([CH2:13][C:14](=O)[CH3:15])=[O:12]>O1CCCC1.C(OCC)C.C(OCC)(=O)C>[CH3:15][C:14]1[N:1]=[C:2]2[C:7]([CH3:8])=[CH:6][CH:5]=[CH:4][N:3]2[C:13]=1[C:11](=[O:12])[CH3:10]. Procedure details: 2 g of 2-amino-3-picoline was dissolved in a mixture solvent of 10 mL of tetrahydrofuran and 5 mL of diethyl ether, 4.4 mL of 3-chloroacetyl acetone was added, and heated overnight under reflux. The reaction mixture was cooled back to room temperature, diluted with ethyl acetate, and then washed with water and with saturated brine in the subsequent order. After drying the organic layer over anhydrous magnesium sulfate, the insolubles were filtered, and the filtrate was concentrated under reduced... The reactants are C(C)(C)(C)OC(NCCCCCC(C=CC=1C=NC(=NC1)C)O)=O ([6-Hydroxy-8-(2-methyl-pyrimidin-5-yl)-oct-7-enyl]-carbamic acid tert-butyl ester), C(CC)(=O)O (propionic acid), C(C)(OCC)(OCC)OCC (triethyl orthoacetate), Cl (HCl). Run in [Cl-].[Na+].O (brine). Conditions: temperature 150 celsius. Product: C(C)OC(CC(C=CCCCCCNC(=O)OC(C)(C)C)C=1C=NC(=NC1)C)=O (10-tert-Butoxycarbonylamino-3-(2-methyl-pyrimidin-5-yl)-dec-4-enoic acid ethyl ester). As a reaction SMILES: [C:1]([O:5][C:6](=[O:24])[NH:7][CH2:8][CH2:9][CH2:10][CH2:11][CH2:12][CH:13](O)[CH:14]=[CH:15][C:16]1[CH:17]=[N:18][C:19]([CH3:22])=[N:20][CH:21]=1)([CH3:4])([CH3:3])[CH3:2].C(O)(=O)CC.Cl.[C:31](OCC)([O:36]CC)([O:33][CH2:34][CH3:35])[CH3:32]>[Cl-].[Na+].O>[CH2:34]([O:33][C:31](=[O:36])[CH2:32][CH:15]([C:16]1[CH:17]=[N:18][C:19]([CH3:22])=[N:20][CH:21]=1)[CH:14]=[CH:13][CH2:12][CH2:11][CH2:10][CH2:9][CH2:8][NH:7][C:6]([O:5][C:1]([CH3:4])([CH3:3])[CH3:2])=[O:24])[CH3:35] |f:4.5.6|. Reported procedure: A solution of 24-4 (1.00 g, 2.98 mmol) in triethyl orthoacetate (50 mL) was treated with propionic acid (2.5 mg, 0.034 mmol) and heated to 150° C. for 3 h. The reaction mixture was cooled to room temperature and treated with 1 N HCl and brine (75 mL each). The mixture was extracted with two portions of ethyl acetate. The combined organics were washed with brine and dried (Na2SO4). Purification via PCTLC (SiO2, 4 mm, 10% EtOH; 90% CH2Cl2) afforded 24-5 (650 mg). The reactants are FC=1C=C2C3C=CC(C2=CC1)C3 (6-Fluoro-1,4-dihydro-1,4-methano-naphthalene), C[N+]1(CCOCC1)[O-] (N-methyl morpholine N-oxide), OS(=O)[O-].[Na+] (NaHSO3). The reagents and catalysts are O=[Os](=O)(=O)=O (OsO4). The solvent is O (H2O), CC(=O)C (acetone). Run at time 1 hour. The product is FC=1C=C2C3C(C(C(C2=CC1)C3)O)O (6-Fluoro-1,2,3,4-tetrahydro-1,4-methano-naphthalene-2,3-diol). As a reaction SMILES: [F:1][C:2]1[CH:3]=[C:4]2[C:9](=[CH:10][CH:11]=1)[CH:8]1[CH2:12][CH:5]2C=C1.C[N+]1([O-])[CH2:19][CH2:18][O:17]CC1.[OH:21]S([O-])=O.[Na+]>CC(C)=O.O.O=[Os](=O)(=O)=O>[F:1][C:2]1[CH:3]=[C:4]2[C:9](=[CH:10][CH:11]=1)[CH:8]1[CH2:12][CH:5]2[CH:18]([OH:17])[CH:19]1[OH:21] |f:2.3|. Reported procedure: 6-Fluoro-1,4-dihydro-1,4-methano-naphthalene (680 mg, 4.22 mmol) and N-methyl morpholine N-oxide (599 mg, 4 43 mmol) were stirred in acetone (50 mL) and H2O (5 mL). To this was added a solution of OsO4 (0.2 mL. 2.5% wt solution in t-BuOH, 0.02 mmol) After 72 hours, flonsil (5 g) and saturated aqueous NaHSO3 solution (3 mL) were added and stirred for 1 hour. The flonsil was filtered and the filtrate concentrated to produce a crystalline product which was triturated with acetone and filtered (524 ... Reactants: FC1=C(C=CC(=C1)F)C=1N=C(SC1C(=O)OC)C=1C(=NN2C1C=CC=C2)C (methyl 4-(2,4-difluorophenyl)-2-(2-methylpyrazolo[1,5-a]pyridin-3-yl)-1,3-thiazole-5-carboxylate), CCOC(=O)C (EtOAc), Cl (hydrochloric acid), aqueous solution, [OH-].[Na+] (sodium hydroxide). The solvent is C1CCOC1 (THF), C1CCOC1 (THF), CO (MeOH). Reaction conditions: temperature 60 celsius, time 2 hour. The product is FC1=C(C=CC(=C1)F)C=1N=C(SC1C(=O)O)C=1C(=NN2C1C=CC=C2)C (4-(2,4-difluorophenyl)-2-(2-methylpyrazolo[1,5-a]pyridin-3-yl)-1,3-thiazole-5-carboxylic acid). Yield: 93.4%. As a reaction SMILES: [F:1][C:2]1[CH:7]=[C:6]([F:8])[CH:5]=[CH:4][C:3]=1[C:9]1[N:10]=[C:11]([C:18]2[C:19]([CH3:27])=[N:20][N:21]3[CH:26]=[CH:25][CH:24]=[CH:23][C:22]=23)[S:12][C:13]=1[C:14]([O:16]C)=[O:15].[OH-].[Na+].CCOC(C)=O.Cl>C1COCC1.CO>[F:1][C:2]1[CH:7]=[C:6]([F:8])[CH:5]=[CH:4][C:3]=1[C:9]1[N:10]=[C:11]([C:18]2[C:19]([CH3:27])=[N:20][N:21]3[CH:26]=[CH:25][CH:24]=[CH:23][C:22]=23)[S:12][C:13]=1[C:14]([OH:16])=[O:15] |f:1.2|. Procedure: To a suspension of methyl 4-(2,4-difluorophenyl)-2-(2-methylpyrazolo[1,5-a]pyridin-3-yl)-1,3-thiazole-5-carboxylate (250 mg, 0.649 mmol) obtained above in THF (5 mL) and MeOH (5 mL), was added 2N aqueous solution of sodium hydroxide (1 mL) and the mixture was stirred for 2 h at 60° C. To the mixture, was added a 2:1 mixture of EtOAc and THF (60 mL) and 1N hydrochloric acid. The organic layer was separated and the aqueous layer was extracted with a 2:1 mixture of EtOAc and THF (10 mL). The combin... The reactants are P(Cl)(Cl)(Cl)(Cl)Cl (Phosphorus pentachloride), C1(=CC=CC=C1)C1CCCCC(N1)=O (7-phenylazepan-2-one), BrBr (bromine). The reagents and catalysts are II (iodine). The solvent is ClCCl (dichloromethane), ClCCl (dichloromethane). Conditions: time 1 hour. The product is BrC1C(NC(CCC1)C1=CC=CC=C1)=O (3-Bromo-7-phenylazepan-2-one). Isolated yield 76.9%. RXN SMILES: P(Cl)(Cl)(Cl)(Cl)Cl.[C:7]1([CH:13]2[NH:19][C:18](=[O:20])[CH2:17][CH2:16][CH2:15][CH2:14]2)[CH:12]=[CH:11][CH:10]=[CH:9][CH:8]=1.[Br:21]Br>ClCCl.II>[Br:21][CH:17]1[CH2:16][CH2:15][CH2:14][CH:13]([C:7]2[CH:8]=[CH:9][CH:10]=[CH:11][CH:12]=2)[NH:19][C:18]1=[O:20]. Procedure: Phosphorus pentachloride (4.95 g, 23.8 mmol) was added to a solution of 7-phenylazepan-2-one (4.50 g, 23.8 mmol) in dichloromethane (75 mL) at 0° C. After 1 h, iodine (0.060 g, 0.24 mmol) and a solution of bromine (1.22 mL, 23.8 mmol) in dichloromethane (10 mL) were added sequentially and the mixture was allowed to warm to ambient temperature. After 1.5 h, the reaction was quenched with aqueous sodium sulfite. The mixture was extracted with dichloromethane (3×), and the combined organic extracts... As a reaction SMILES: [NH2:1][NH2:2].COC(=O)[CH:6]([C:14]1[CH:19]=[N:18][C:17]([C:20](=O)[C:21]2[CH:26]=[CH:25][CH:24]=[CH:23][C:22]=2[Cl:27])=[C:16](Cl)[N:15]=1)[C:7]1[CH:12]=[CH:11][CH:10]=[CH:9][C:8]=1[F:13].[OH-].[Li+].Cl>C1COCC1.O>[Cl:27][C:22]1[CH:23]=[CH:24][CH:25]=[CH:26][C:21]=1[C:20]1[C:17]2[C:16](=[N:15][C:14]([CH2:6][C:7]3[CH:12]=[CH:11][CH:10]=[CH:9][C:8]=3[F:13])=[CH:19][N:18]=2)[NH:2][N:1]=1 |f:2.3|. Yields the product ClC1=C(C=CC=C1)C1=NNC2=NC(=CN=C21)CC2=C(C=CC=C2)F (3-(2-Chloro-phenyl)-6-(2-fluoro-benzyl)-1H-pyrazolo[3,4-b]pyrazine). Reported procedure: Hydrazine (54 mg, 1.7 mmol) was added to a solution of [6-Chloro-5-(2-chloro-benzoyl)-pyrazin-2-yl]-(2-fluoro-phenyl)-acetic acid methyl ester (0.59 g, 1.4 mmol) in 50 mL THF at 0° C., and the reaction mixture was stirred and allowed to warm to room temperature. Lithium hydroxide (27 mg, 5.0 mmol) was added, and the reaction mixture was stirred for 64 hours at room temperature. Concentrated aqueous HCl (1 ml) was then added, and the reaction mixture was stirred for one hour at room temperature. ... Starting materials: [OH-].[Li+] (Lithium hydroxide), Cl (HCl), NN (Hydrazine), COC(C(C1=C(C=CC=C1)F)C1=NC(=C(N=C1)C(C1=C(C=CC=C1)Cl)=O)Cl)=O ([6-Chloro-5-(2-chloro-benzoyl)-pyrazin-2-yl]-(2-fluoro-phenyl)-acetic acid methyl ester). The yield is 31.8%. Solvent: C1CCOC1 (THF), O (water).